From a dataset of the Open Reaction Database (ORD), a public repository of structured organic reaction records. describe an organic reaction: reactants, conditions, products, and yield Starting materials: CCO, COc1cc(N2CCN(C(=O)Cn3nc(C#N)c4cccnc43)C(C)C2)c(F)cc1Cl, Cl, NO. The product is COc1cc(N2CCN(C(=O)Cn3nc(C(=N)NO)c4cccnc43)C(C)C2)c(F)cc1Cl. RXN SMILES: [CH3:35][CH2:36][OH:37].[Cl:1][c:2]1[cH:3][c:4]([F:31])[c:5]([N:10]2[CH2:11][CH:12]([CH3:30])[N:13]([C:16]([CH2:17][n:18]3[n:19][c:20]([C:27]#[N:28])[c:21]4[c:22]3[n:23][cH:24][cH:25][cH:26]4)=[O:29])[CH2:14][CH2:15]2)[cH:6][c:7]1[O:8][CH3:9].[ClH:34].[NH2:32][OH:33]>>[Cl:1][c:2]1[cH:3][c:4]([F:31])[c:5]([N:10]2[CH2:11][CH:12]([CH3:30])[N:13]([C:16]([CH2:17][n:18]3[n:19][c:20]([C:27](=[NH:28])[NH:32][OH:33])[c:21]4[c:22]3[n:23][cH:24][cH:25][cH:26]4)=[O:29])[CH2:14][CH2:15]2)[cH:6][c:7]1[O:8][CH3:9].